From a dataset of the Open Reaction Database (ORD), a public repository of structured organic reaction records. describe an organic reaction: reactants, conditions, products, and yield Reagents/catalysts: [Pd] (palladium on carbon). Starting materials: C(C1=CC=CC=C1)(=O)O[C@H](C(C[C@H](C(=O)N1[C@H](C(=O)OCC2=CC=CC=C2)CCC1)C)=O)CC1=CC=CC=C1 (1-[(5S,2R)-5-(benzoyloxy)-2-methyl-1,4-dioxo-6-phenylhexyl]-L-proline, phenylmethyl ester). Solvent: C(C)(=O)OCC (ethyl acetate). Procedure details: A mixture of 1-[(5S,2R)-5-(benzoyloxy)-2-methyl-1,4-dioxo-6-phenylhexyl]-L-proline, phenylmethyl ester (230 mg., 0.435 mmole) and 10% palladium on carbon catalyst (50 mg.) in ethyl acetate (15 ml.) is stirred under hydrogen gas for 4 hours. The resulting mixture is filtered (millipore) and the filtrate concentrated to give the desired product as a colorless solid which is then dried under vacuum over P2O5 to give 144 mg. of 1-[(5S,2R)-5-(benzoyloxy)-2-methyl-1,4-dioxo-6-phenylhexyl]-L-proline; m... Yields the product C(C1=CC=CC=C1)(=O)O[C@H](C(C[C@H](C(=O)N1[C@H](C(=O)O)CCC1)C)=O)CC1=CC=CC=C1 (1-[(5S,2R)-5-(Benzoyloxy)-2-methyl-1,4-dioxo-6-phenylhexyl]-L-proline). Run at time 4 hour. Reaction SMILES: [C:1]([O:9][C@@H:10]([CH2:33][C:34]1[CH:39]=[CH:38][CH:37]=[CH:36][CH:35]=1)[C:11](=[O:32])[CH2:12][C@@H:13]([CH3:31])[C:14]([N:16]1[CH2:30][CH2:29][CH2:28][C@H:17]1[C:18]([O:20]CC1C=CC=CC=1)=[O:19])=[O:15])(=[O:8])[C:2]1[CH:7]=[CH:6][CH:5]=[CH:4][CH:3]=1>[Pd].C(OCC)(=O)C>[C:1]([O:9][C@@H:10]([CH2:33][C:34]1[CH:35]=[CH:36][CH:37]=[CH:38][CH:39]=1)[C:11](=[O:32])[CH2:12][C@@H:13]([CH3:31])[C:14]([N:16]1[CH2:30][CH2:29][CH2:28][C@H:17]1[C:18]([OH:20])=[O:19])=[O:15])(=[O:8])[C:2]1[CH:7]=[CH:6][CH:5]=[CH:4][CH:3]=1. Reactants: O=C1N(CCC1CCC1COCCO1)CC(=O)OCC (Ethyl (2-Oxo-3-(3-(ethylendioxy)butyl)pyrrolidin-1-yl)acetate), CC=1C=CC(=CC1)S(=O)(=O)O (p-TSA), CC(=O)C (acetone). The solvent is CCOC(=O)C (EtOAc). Product: O=C1N(CCC1CCC(C)=O)CC(=O)OCC (Ethyl (2-Oxo-3-(3-oxobutyl)pyrrolidin-1-yl)acetate). As a reaction SMILES: [O:1]=[C:2]1[CH:6]([CH2:7][CH2:8][CH:9]2[O:14]CCO[CH2:10]2)[CH2:5][CH2:4][N:3]1[CH2:15][C:16]([O:18][CH2:19][CH3:20])=[O:17].CC1C=CC(S(O)(=O)=O)=CC=1.CC(C)=O>CCOC(C)=O>[O:1]=[C:2]1[CH:6]([CH2:7][CH2:8][C:9](=[O:14])[CH3:10])[CH2:5][CH2:4][N:3]1[CH2:15][C:16]([O:18][CH2:19][CH3:20])=[O:17]. Reported procedure: A solution of 2-4 (1.1 g, 3.9 mmol), p-TSA (5 mg) and acetone (50 mL) was heated at reflux for 1 hr. The cooled reaction mixture was diluted with EtOAc and then washed with sat. NaHCO3 and brine, dried (MgSO4), and concentration to afford 2-5 as a yellow oil. Starting materials: C(C1=CC=C(C#N)C=C1)#N (terephthalonitrile), C(C)O.N (ethanol ammonia). The reagents and catalysts are [Ni] (Ni), [Ni] (nickel), catalyst. Run at temperature 150 celsius. Yields the product C1(=CC=C(C=C1)CN)CN (para-xylylenediamine). Reaction SMILES: [C:1](#[N:10])[C:2]1[CH:9]=[CH:8][C:5]([C:6]#[N:7])=[CH:4][CH:3]=1.C(O)C.N>[Ni]>[C:2]1([CH2:1][NH2:10])[CH:9]=[CH:8][C:5]([CH2:6][NH2:7])=[CH:4][CH:3]=1 |f:1.2|. Procedure: 5.1 g of terephthalonitrile, 1.0 g of catalyst (Ni 5136P from Harshaw/Filtrol--contains 65% nickel on a silica-alumina support), and about 85 g of ethanol/ammonia (contains about 10 wt % ammonia) were charged to a 300 cc stainless steel pressure reactor. After a nitrogen purge, the vessel was charged to a pressure of 500 to 1000 psi with hydrogen. The temperature was then increased until the reaction temperature of 150° C. had been obtained (typically 20-30 min). After the desired reaction inter... Procedure details: Beginning with 10.0 mg (0.044 mMol) 5-amino-3-(1-methylpiperidin-4-yl)-1H-indole and 21.1 mg (0.131 mMol) pyrrole-2-carboxylic acid, 12.6 mg (78%) of the title compound were recovered. RXN SMILES: [NH2:1][C:2]1[CH:3]=[C:4]2[C:8](=[CH:9][CH:10]=1)[NH:7][CH:6]=[C:5]2[CH:11]1[CH2:16][CH2:15][N:14]([CH3:17])[CH2:13][CH2:12]1.[NH:18]1[CH:22]=[CH:21][CH:20]=[C:19]1[C:23](O)=[O:24]>>[NH:18]1[CH:22]=[CH:21][CH:20]=[C:19]1[C:23]([NH:1][C:2]1[CH:3]=[C:4]2[C:8](=[CH:9][CH:10]=1)[NH:7][CH:6]=[C:5]2[CH:11]1[CH2:16][CH2:15][N:14]([CH3:17])[CH2:13][CH2:12]1)=[O:24]. Product: N1C(=CC=C1)C(=O)NC=1C=C2C(=CNC2=CC1)C1CCN(CC1)C (5-(2-pyrroyl)amino-3-(1-methylpiperidin-4-yl)-1H-indole). The yield is 88.8%. Reactants: NC=1C=C2C(=CNC2=CC1)C1CCN(CC1)C (5-amino-3-(1-methylpiperidin-4-yl)-1H-indole), N1C(=CC=C1)C(=O)O (pyrrole-2-carboxylic acid). Starting materials: BrC1=CC(=C(C=C1)O)C (4-bromo-2-methylphenol), C([O-])([O-])=O.[K+].[K+] (potassium carbonate), O (water), BrCCC (bromopropane). Solvent: CN(C)C=O (DMF). Conditions: temperature 70 celsius, time 3 hour. Product: BrC1=CC=C(C=C1)OCC(C)C (4-bromo-2-methyl-propoxybenzene). Isolated yield 61.0%. Reaction SMILES: [Br:1][C:2]1[CH:7]=[CH:6][C:5]([OH:8])=[C:4](C)[CH:3]=1.[C:10](=O)([O-])[O-].[K+].[K+].Br[CH2:17][CH2:18][CH3:19].O>CN(C=O)C>[Br:1][C:2]1[CH:3]=[CH:4][C:5]([O:8][CH2:17][CH:18]([CH3:19])[CH3:10])=[CH:6][CH:7]=1 |f:1.2.3|. Procedure: To a solution of 4-bromo-2-methylphenol (14.2 g) in DMF (75 ml) was added potassium carbonate (14.7 g), and to the mixture was added dropwise bromopropane (9.33 g). The mixture was stirred at 70° C. for 3 hours and cooled, and to the mixture was added water. The mixture was extracted with hexane, and the organic layer was washed with 1N sodium hydroxide solution and saturated brine, and dried with magnesium sulfate. Under reduced pressure, the solvent was evaporated to give colorless oil of 4-br... Starting materials: ClC=1C=CC(=C(C(=O)O)C1)NC(C)C (5-chloro-2-isopropylamino-benzoic acid), C1(CCCC1)C1=CC=C(CNCCC2=CC(=CC=C2)C(F)(F)F)C=C1 ((4-cyclopentyl-benzyl)-[2-(3-trifluoromethyl-phenyl)-ethyl]-amine), CN(C)C(=[N+](C)C)ON1C2=C(C=CC=C2)N=N1.[B-](F)(F)(F)F (TBTU), C(C)(C)N(C(C)C)CC (N,N-di-isopropylethyl amine). Solvent: CN(C)C=O (DMF), O (water). Product: ClC=1C=CC(=C(C(=O)N(CCC2=CC(=CC=C2)C(F)(F)F)CC2=CC=C(C=C2)C2CCCC2)C1)NC(C)C (5-chloro-N-(4-cyclopentyl-benzyl)-2-isopropylamino-N-[2-(3-trifluoromethyl-phenyl)-ethyl]-benzamide). Yield: 72.1%. Reaction SMILES: [Cl:1][C:2]1[CH:3]=[CH:4][C:5]([NH:11][CH:12]([CH3:14])[CH3:13])=[C:6]([CH:10]=1)[C:7]([OH:9])=O.[CH:15]1([C:20]2[CH:39]=[CH:38][C:23]([CH2:24][NH:25][CH2:26][CH2:27][C:28]3[CH:33]=[CH:32][CH:31]=[C:30]([C:34]([F:37])([F:36])[F:35])[CH:29]=3)=[CH:22][CH:21]=2)[CH2:19][CH2:18][CH2:17][CH2:16]1.CN(C(ON1N=NC2C=CC=CC1=2)=[N+](C)C)C.[B-](F)(F)(F)F.C(N(CC)C(C)C)(C)C>CN(C=O)C.O>[Cl:1][C:2]1[CH:3]=[CH:4][C:5]([NH:11][CH:12]([CH3:14])[CH3:13])=[C:6]([CH:10]=1)[C:7]([N:25]([CH2:24][C:23]1[CH:22]=[CH:21][C:20]([CH:15]2[CH2:19][CH2:18][CH2:17][CH2:16]2)=[CH:39][CH:38]=1)[CH2:26][CH2:27][C:28]1[CH:33]=[CH:32][CH:31]=[C:30]([C:34]([F:35])([F:36])[F:37])[CH:29]=1)=[O:9] |f:2.3|. Procedure: To a solution of 50 mg of 5-chloro-2-isopropylamino-benzoic acid (0.23 mmol) and 81 mg (0.23 mmol) of (4-cyclopentyl-benzyl)-[2-(3-trifluoromethyl-phenyl)-ethyl]-amine in 4 ml of DMF were added 75 mg of TBTU (0.23 mmol) and 0.2 ml (1.17 mmol) of N,N-di-isopropylethyl amine. After stirring the reaction mixture over night at RT it was diluted with 50 ml water and extracted with ethyl acetate. The combined organic phases were washed with 10%-aqueous KHCO3 solution, 0.1M HCl solution and brine, drie... Starting materials: C(C1=CC=CC=C1)OC(=O)C1=CC=C(OCC(=O)C=2OC3=C(C2)C=C(C=C3)C(C)(C)C)C=C1 (2-(4-Benzyloxycarbonylphenoxyacetyl)-5-tert-butylbenzofuran), Br (hydrobromic acid), ice water. The solvent is C(C)(=O)O (acetic acid). Product: C(C)(C)(C)C=1C=CC2=C(C=C(O2)C(COC2=CC=C(C=C2)C(=O)O)=O)C1 (5-tert-Butyl-2-(4-carboxyphenoxyacetyl)benzofuran). The yield is 64.0%. Reaction SMILES: C([O:8][C:9]([C:11]1[CH:33]=[CH:32][C:14]([O:15][CH2:16][C:17]([C:19]2[O:20][C:21]3[CH:27]=[CH:26][C:25]([C:28]([CH3:31])([CH3:30])[CH3:29])=[CH:24][C:22]=3[CH:23]=2)=[O:18])=[CH:13][CH:12]=1)=[O:10])C1C=CC=CC=1.Br>C(O)(=O)C>[C:28]([C:25]1[CH:26]=[CH:27][C:21]2[O:20][C:19]([C:17](=[O:18])[CH2:16][O:15][C:14]3[CH:13]=[CH:12][C:11]([C:9]([OH:10])=[O:8])=[CH:33][CH:32]=3)=[CH:23][C:22]=2[CH:24]=1)([CH3:31])([CH3:29])[CH3:30]. Procedure: 2-(4-Benzyloxycarbonylphenoxyacetyl)-5-tert-butylbenzofuran (1 g) obtained in Example 13 was suspended in 15 ml of acetic acid and 2 ml of 47% hydrobromic acid and the mixture was stirred at 60° C. for 15 hours. The reaction mixture was cooled, poured into ice water, the mixture was extracted with ethyl acetate, the extract was washed with water, dried over anhydrous magnesium sulfate, concentrated in vacuo, ether was added to the residue and the mixture was filtered followed by recrystallizatio... Reactants: C1(=CC=CC=C1)SCN=C=S (phenylthiomethyl isothiocyanate), [SH-].[K+] (potassium hydrosulfide). The solvent is CC(=O)C.C(C)(C)(C)O (t-butyl alcohol acetone). Yields the product C1(=CC=CC=C1)SCNC([S-])=S.[K+] (Potassium phenylthiomethyldithiocarbamate). As a reaction SMILES: [C:1]1([S:7][CH2:8][N:9]=[C:10]=[S:11])[CH:6]=[CH:5][CH:4]=[CH:3][CH:2]=1.[SH-:12].[K+:13]>CC(C)=O.C(O)(C)(C)C>[C:1]1([S:7][CH2:8][NH:9][C:10](=[S:12])[S-:11])[CH:6]=[CH:5][CH:4]=[CH:3][CH:2]=1.[K+:13] |f:1.2,3.4,5.6|. Procedure details: Potassium phenylthiomethyldithiocarbamate was prepared by the reaction of phenylthiomethyl isothiocyanate and potassium hydrosulfide in a t-butyl alcohol acetone mixture. Starting materials: COc1ccc2c(=O)[nH]c(C#N)c(-c3ccccc3)c2c1, CCO, CO, N. Product: COc1ccc2c(=O)[nH]c(CN)c(-c3ccccc3)c2c1. As a reaction SMILES: [CH3:1][O:2][c:3]1[cH:4][c:5]2[c:6](-[c:16]3[cH:17][cH:18][cH:19][cH:20][cH:21]3)[c:7]([C:14]#[N:15])[nH:8][c:9](=[O:13])[c:10]2[cH:11][cH:12]1.[CH3:23][CH2:24][OH:25].[CH3:26][OH:27].[NH3:22]>>[CH3:1][O:2][c:3]1[cH:4][c:5]2[c:6](-[c:16]3[cH:17][cH:18][cH:19][cH:20][cH:21]3)[c:7]([CH2:14][NH2:15])[nH:8][c:9](=[O:13])[c:10]2[cH:11][cH:12]1. The reactants are OC(C[C@@]1(CCN(C(O1)=O)[C@@H](C)C1=CC=C(C=C1)B1OC(C(O1)(C)C)(C)C)C1=CC=CC=C1)(C)C ((S)-6-(2-hydroxy-2-methylpropyl)-6-phenyl-3-((S)-1-(4-(4,4,5,5-tetramethyl-1,3,2-dioxaborolan-2-yl)phenyl)ethyl)-1,3-oxazinan-2-one), ClC=1N=NC(=CC1)C (3-chloro-6-methylpyridazine), C(C)(=O)OC (methyl acetate). The product is OC(C[C@@]1(CCN(C(O1)=O)[C@@H](C)C1=CC=C(C=C1)C=1N=NC(=CC1)C)C1=CC=CC=C1)(C)C ((S)-6-(2-hydroxy-2-methylpropyl)-3-((S)-1-(4-(6-methylpyridazin-3-yl)phenyl)ethyl)-6-phenyl-1,3-oxazinan-2-one). Reaction SMILES: [OH:1][C:2]([CH3:35])([CH3:34])[CH2:3][C@@:4]1([C:28]2[CH:33]=[CH:32][CH:31]=[CH:30][CH:29]=2)[O:9][C:8](=[O:10])[N:7]([C@H:11]([C:13]2[CH:18]=[CH:17][C:16](B3OC(C)(C)C(C)(C)O3)=[CH:15][CH:14]=2)[CH3:12])[CH2:6][CH2:5]1.Cl[C:37]1[N:38]=[N:39][C:40]([CH3:43])=[CH:41][CH:42]=1.C(OC)(=O)C>>[OH:1][C:2]([CH3:34])([CH3:35])[CH2:3][C@@:4]1([C:28]2[CH:33]=[CH:32][CH:31]=[CH:30][CH:29]=2)[O:9][C:8](=[O:10])[N:7]([C@H:11]([C:13]2[CH:14]=[CH:15][C:16]([C:37]3[N:38]=[N:39][C:40]([CH3:43])=[CH:41][CH:42]=3)=[CH:17][CH:18]=2)[CH3:12])[CH2:6][CH2:5]1. Reported procedure: The title compound was prepared from (S)-6-(2-hydroxy-2-methylpropyl)-6-phenyl-3-((S)-1-(4-(4,4,5,5-tetramethyl-1,3,2-dioxaborolan-2-yl)phenyl)ethyl)-1,3-oxazinan-2-one and 3-chloro-6-methylpyridazine following a procedure analogous to that described in Example 1 Step 2. LC-MS Method 2 tR=1.118, m/z=446; 1H NMR (CD3OD) 0.96 (s, 3H), 1.26 (s, 3H), 1.58 (d, 3H), 2.17 (s, 2H), 2.26 (m, 1H), 2.50 (m, 2H), 2.69 (s, 3H), 3.08 (m, 1H), 5.59 (m, 1H), 7.11 (m, 2H), 7.25-7.40 (5H), 7.63 (m, 1H), 7.82 (m, ...